Dataset: the Open Reaction Database (ORD), a public repository of structured organic reaction records. Task: describe an organic reaction: reactants, conditions, products, and yield The reactants are COC=1C(=NC(=CC1)[N+](=O)[O-])C (3-Methoxy-2-methyl-6-nitropyridine). Reagents/catalysts: [Pd] (palladium-on-carbon). The solvent is CO (methanol). The product is NC1=CC=C(C(=N1)C)OC (6-amino-3-methoxy-2-methylpyridine). As a reaction SMILES: [CH3:1][O:2][C:3]1[C:4]([CH3:12])=[N:5][C:6]([N+:9]([O-])=O)=[CH:7][CH:8]=1>[Pd].CO>[NH2:9][C:6]1[N:5]=[C:4]([CH3:12])[C:3]([O:2][CH3:1])=[CH:8][CH:7]=1. Procedure: 3-Methoxy-2-methyl-6-nitropyridine (0.317 g.) in 20 ml. of methanol, was hydrogenated over 0.1 g. of 5% palladium-on-carbon catalyst. The catalyst was removed by filtration and the filtrate was concentrated to dryness to give 6-amino-3-methoxy-2-methylpyridine, which was used directly in the next step. The reactants are C(C)OC(=O)C=1N=C(N(C(C1OCC1=CC=CC=C1)=O)C)N1S(CCCC1)(=O)=O (2-(1,1-dioxo-1λ6-[1,2]thiazinan-2-yl)-5-benzyloxy-1-methyl-6-oxo-1,6-dihydro-pyrimidine-4-carboxylic acid ethyl ester), [H][H] (hydrogen). Reagents/catalysts: [Pd] (palladium on activated carbon). Solvent: C(C)O (ethanol), C(C)(=O)OCC (ethyl acetate). Yields the product C(C)OC(=O)C=1N=C(N(C(C1O)=O)C)N1S(CCCC1)(=O)=O (2-(1,1-Dioxo-1λ6-[1,2]thiazinan-2yl)-5-hydroxy-1-methyl-6-oxo-1,6-dihydro-pyrimidine-4-carboxylic acid ethyl ester). Yield: 82.6%. Reaction SMILES: [CH2:1]([O:3][C:4]([C:6]1[N:7]=[C:8]([N:22]2[CH2:27][CH2:26][CH2:25][CH2:24][S:23]2(=[O:29])=[O:28])[N:9]([CH3:21])[C:10](=[O:20])[C:11]=1[O:12]CC1C=CC=CC=1)=[O:5])[CH3:2].[H][H]>C(O)C.C(OCC)(=O)C.[Pd]>[CH2:1]([O:3][C:4]([C:6]1[N:7]=[C:8]([N:22]2[CH2:27][CH2:26][CH2:25][CH2:24][S:23]2(=[O:28])=[O:29])[N:9]([CH3:21])[C:10](=[O:20])[C:11]=1[OH:12])=[O:5])[CH3:2]. Procedure: A solution of 2-(1,1-dioxo-1λ6-[1,2]thiazinan-2-yl)-5-benzyloxy-1-methyl-6-oxo-1,6-dihydro-pyrimidine-4-carboxylic acid ethyl ester (4.05 g, 9.61 mmol) in a mixture of ethanol (250 ml) and ethyl acetate (250 ml) was hydrogenated over 10% palladium on activated carbon (0.9 g) and under 1 atmosphere of hydrogen for 1 h. The catalyst was then filtered and the solvent was evaporated under reduced pressure. Recrystallization of the residue from ethyl acetate gave 2.63 g (82% yield) of the title ester...